This data is from the Open Reaction Database (ORD), a public repository of structured organic reaction records. The task is: describe an organic reaction: reactants, conditions, products, and yield Starting materials: CCOc1cc(C(=O)O)n(C)n1, CN(C)C=O, CN1CCCC1=O, O=C(Cl)C(=O)Cl, Nc1cc(Oc2ccc3nc(NC(=O)C4CC4)cn3n2)ccc1F, C1CCOC1. Product: CCOc1cc(C(=O)Nc2cc(Oc3ccc4nc(NC(=O)C5CC5)cn4n3)ccc2F)n(C)n1. RXN SMILES: [CH2:1]([CH3:2])[O:3][c:4]1[n:5][n:6]([CH3:12])[c:7]([C:9](=[O:10])[OH:11])[cH:8]1.[CH3:13][N:14]([CH3:15])[CH:16]=[O:17].[CH3:48][N:49]1[CH2:50][CH2:51][CH2:52][C:53]1=[O:54].[Cl:18][C:19]([C:20]([Cl:21])=[O:22])=[O:23].[NH2:24][c:25]1[cH:26][c:27]([O:28][c:29]2[cH:30][cH:31][c:32]3[n:33]([n:34]2)[cH:35][c:36]([NH:38][C:39](=[O:40])[CH:41]2[CH2:42][CH2:43]2)[n:37]3)[cH:44][cH:45][c:46]1[F:47].[O:55]1[CH2:56][CH2:57][CH2:58][CH2:59]1>>[CH2:1]([CH3:2])[O:3][c:4]1[n:5][n:6]([CH3:12])[c:7]([C:9](=[O:11])[NH:24][c:25]2[cH:26][c:27]([O:28][c:29]3[cH:30][cH:31][c:32]4[n:33]([n:34]3)[cH:35][c:36]([NH:38][C:39](=[O:40])[CH:41]3[CH2:42][CH2:43]3)[n:37]4)[cH:44][cH:45][c:46]2[F:47])[cH:8]1. Reactants: CC(C)(C)OC(=O)CBr, [H-], [Na+], C1CCOC1, OCC(F)(F)F. Product: CC(C)(C)OC(=O)COCC(F)(F)F. As a reaction SMILES: [Br:9][CH2:10][C:11](=[O:12])[O:13][C:14]([CH3:15])([CH3:16])[CH3:17].[H-:2].[Na+:1].[O:18]1[CH2:19][CH2:20][CH2:21][CH2:22]1.[OH:3][CH2:4][C:5]([F:6])([F:7])[F:8]>>[O:3]([CH2:4][C:5]([F:6])([F:7])[F:8])[CH2:10][C:11](=[O:12])[O:13][C:14]([CH3:15])([CH3:16])[CH3:17].